The task is: describe an organic reaction: reactants, conditions, products, and yield. This data is from the Open Reaction Database (ORD), a public repository of structured organic reaction records. The reactants are CCOc1ccc(-c2nc(SC)c(C#N)c(=O)n2-c2ccccc2)cc1, ClC(Cl)Cl, O=S(=O)(O)Cl. Yields the product CCOc1ccc(-c2nc(SC)c(C#N)c(=O)n2-c2ccc(S(=O)(=O)Cl)cc2)cc1. Reaction SMILES: [C:1](#[N:2])[c:3]1[c:4]([S:25][CH3:26])[n:5][c:6](-[c:16]2[cH:17][cH:18][c:19]([O:22][CH2:23][CH3:24])[cH:20][cH:21]2)[n:7](-[c:10]2[cH:11][cH:12][cH:13][cH:14][cH:15]2)[c:8]1=[O:9].[CH:32]([Cl:33])([Cl:34])[Cl:35].[Cl:27][S:28](=[O:29])(=[O:30])[OH:31]>>[C:1](#[N:2])[c:3]1[c:4]([S:25][CH3:26])[n:5][c:6](-[c:16]2[cH:17][cH:18][c:19]([O:22][CH2:23][CH3:24])[cH:20][cH:21]2)[n:7](-[c:10]2[cH:11][cH:12][c:13]([S:28]([Cl:27])(=[O:29])=[O:30])[cH:14][cH:15]2)[c:8]1=[O:9]. The reactants are C(C)(C)(C)C1CCC(CC1)OC=1C=C2C=CC(=CC2=CC1)C=O (6-(4-tert-Butyl-cyclohexyloxy)-naphthalene-2-carbaldehyde), NCC(C(=O)O)(F)F (3-amino-2,2-difluoro-propionic acid), C(C)O (ethanol), C(#N)[BH3-].[Na+] (sodium cyanoborohydride), C(CC(O)(C(=O)O)CC(=O)O)(=O)O (citric acid). Product: C(C)(C)(C)[C@@H]1CC[C@H](CC1)OC=1C=C2C=CC(=CC2=CC1)CNCC(C(=O)O)(F)F (3-((6-(trans-4-tert-butylcyclohexyloxy)naphthalen-2-yl)methylamino)-2,2-difluoropropanoic acid). Yield: 63.6%. Reaction SMILES: [C:1]([CH:5]1[CH2:10][CH2:9][CH:8]([O:11][C:12]2[CH:13]=[C:14]3[C:19](=[CH:20][CH:21]=2)[CH:18]=[C:17]([CH:22]=O)[CH:16]=[CH:15]3)[CH2:7][CH2:6]1)([CH3:4])([CH3:3])[CH3:2].[NH2:24][CH2:25][C:26]([F:31])([F:30])[C:27]([OH:29])=[O:28].C(O)C.C([BH3-])#N.[Na+].C(O)(=O)CC(CC(O)=O)(C(O)=O)O>>[C:1]([C@H:5]1[CH2:10][CH2:9][C@H:8]([O:11][C:12]2[CH:13]=[C:14]3[C:19](=[CH:20][CH:21]=2)[CH:18]=[C:17]([CH2:22][NH:24][CH2:25][C:26]([F:31])([F:30])[C:27]([OH:29])=[O:28])[CH:16]=[CH:15]3)[CH2:7][CH2:6]1)([CH3:4])([CH3:3])[CH3:2] |f:3.4|. Procedure details: A solution of 6-(4-tert-Butyl-cyclohexyloxy)-naphthalene-2-carbaldehyde (150 mg, 0.483 mmol) and 3-amino-2,2-difluoro-propionic acid (60.4 mg, 0.483 mmol) in ethanol (0.7 mL, 10 mmol) was heated to reflux for 2 h. The yellow solution was then cooled to room temperature and sodium cyanoborohydride (36.4 mg, 0.580 mmol) was added to the stirring solution. The resulting mixture was heated to reflux for 1 h. After cooling to room temperature, citric acid was added, and the solvent removed under vacu... Reactants: C(=O)(O)CCC1=NC(=CC=C1OCCCC\C=C\C1=CC=C(C=C1)OC)C(CCCC(=O)O)=O (5-{2-(2-carboxyethyl)-3-[6-(4-methoxyphenyl)-(5E)-5-hexenyloxy]-6-pyridyl}-5-oxopentanoic acid), [BH4-].[Na+] (sodium borohydride), C(C)(=O)O (acetic acid), ClCCl (dichloromethane), ice water. Solvent: O1CCOCC1 (dioxane), O (water). Run at time 2 hour. Yields the product C(=O)(O)CCC1=NC(=CC=C1OCCCC\C=C\C1=CC=C(C=C1)OC)C(CCCC(=O)O)O (5-{2-(2-Carboxyethyl)-3-[6-(4-methoxyphenyl)-(5E)-5-hexenyloxy]-6-pyridyl}-(5RS)-5-hydroxypentanoic acid). Isolated yield 74.7%. Reaction SMILES: [C:1]([CH2:4][CH2:5][C:6]1[C:11]([O:12][CH2:13][CH2:14][CH2:15][CH2:16]/[CH:17]=[CH:18]/[C:19]2[CH:24]=[CH:23][C:22]([O:25][CH3:26])=[CH:21][CH:20]=2)=[CH:10][CH:9]=[C:8]([C:27](=[O:34])[CH2:28][CH2:29][CH2:30][C:31]([OH:33])=[O:32])[N:7]=1)([OH:3])=[O:2].[BH4-].[Na+].C(O)(=O)C.ClCCl>O1CCOCC1.O>[C:1]([CH2:4][CH2:5][C:6]1[C:11]([O:12][CH2:13][CH2:14][CH2:15][CH2:16]/[CH:17]=[CH:18]/[C:19]2[CH:20]=[CH:21][C:22]([O:25][CH3:26])=[CH:23][CH:24]=2)=[CH:10][CH:9]=[C:8]([CH:27]([OH:34])[CH2:28][CH2:29][CH2:30][C:31]([OH:33])=[O:32])[N:7]=1)([OH:3])=[O:2] |f:1.2|. Procedure: A solution of 20 mg of 5-{2-(2-carboxyethyl)-3-[6-(4-methoxyphenyl)-(5E)-5-hexenyloxy]-6-pyridyl}-5-oxopentanoic acid in 0.9 ml of dioxane and 0.1 ml of water is mixed with 6.5 mg of sodium borohydride and stirred for 2 hours at room temperature. The reaction mixture is mixed with ice water, acidified with glacial acetic acid, shaken out with dichloromethane, the organic phase is dried on sodium sulfate and concentrated by evaporation. The crude product is dissolved in 0.6 ml of methanol, 0.3 ml... Starting materials: Cc1ccc(S(=O)(=O)O)cc1, O=C1CN(c2nc(Cl)nc3c2CCC3c2ccccc2)C1, O, OCCO, c1ccccc1. Yields the product Clc1nc2c(c(N3CC4(C3)OCCO4)n1)CCC2c1ccccc1. Reaction SMILES: [CH3:26][c:27]1[cH:28][cH:29][c:30]([S:31](=[O:32])(=[O:33])[OH:34])[cH:35][cH:36]1.[Cl:5][c:6]1[n:7][c:8]([N:21]2[CH2:22][C:23](=[O:25])[CH2:24]2)[c:9]2[c:10]([n:11]1)[CH:12]([c:15]1[cH:16][cH:17][cH:18][cH:19][cH:20]1)[CH2:13][CH2:14]2.[OH2:37].[OH:1][CH2:2][CH2:3][OH:4].[cH:38]1[cH:39][cH:40][cH:41][cH:42][cH:43]1>>[O:1]1[CH2:2][CH2:3][O:4][C:23]12[CH2:22][N:21]([c:8]1[n:7][c:6]([Cl:5])[n:11][c:10]3[c:9]1[CH2:14][CH2:13][CH:12]3[c:15]1[cH:16][cH:17][cH:18][cH:19][cH:20]1)[CH2:24]2. The reactants are O=C(O)c1cc2ccccc2s1, Cc1ccc2cccc(N)c2n1. The reagents and catalysts are CCN=C=NCCCN(C)C.Cl (EDC-HCl), CC1=NC(=CC=C1)C (2,6-Lutidine), C1=CC=C2C(=C1)N=NN2O (HOBt). The solvent is CN(C)C=O (DMF), CN(C)C=O (DMF), CN(C)C=O (DMF), CN(C)C=O (DMF), CN(C)C=O (DMF), CN(C)C=O (DMF). Conditions: temperature 25 celsius, time 2 hour. Product: Cc1ccc2cccc(NC(=O)c3cc4ccccc4s3)c2n1. Isolated yield 38.5%. As a reaction SMILES: Cc1ccc2cccc(N)c2n1.O=C(O)c1cc2ccccc2s1.CCN=C=NCCCN(C)C.Cl.C1=CC=C2C(=C1)N=NN2O.CC1=NC(=CC=C1)C.CN(C)C=O>>Cc1ccc2cccc(NC(=O)c3cc4ccccc4s3)c2n1. As a reaction SMILES: [NH2:1][C:2]1[CH:9]=[CH:8][C:7]([N+:10]([O-:12])=[O:11])=[CH:6][C:3]=1[CH:4]=O.[C:13](OCC)(=[O:20])[CH2:14][C:15]([O:17][CH2:18][CH3:19])=[O:16]>>[N+:10]([C:7]1[CH:6]=[C:3]2[C:2](=[CH:9][CH:8]=1)[NH:1][C:13](=[O:20])[C:14]([C:15]([O:17][CH2:18][CH3:19])=[O:16])=[CH:4]2)([O-:12])=[O:11]. Product: [N+](=O)([O-])C=1C=C2C=C(C(NC2=CC1)=O)C(=O)OCC (1,2-dihydro-6-nitro-2-oxo-3-quinolinecarboxylic acid, ethyl ester). Procedure: A solution of 10.0 g (46 mmol) of 1,2-dihydro-2-oxo-3-quinolinecarboxylic acid, ethyl ester [J. Chem. Soc., 2518 (1962)] and 50 ml of sulfuric acid is stirred in an ice bath and a cold mixture of 9.75 ml of 70% nitric acid and 9.75 ml of sulfuric acid is added dropwise over 10 minutes. The reaction solution is stirred with ice bath cooling for 1 hour and then is poured into ice and water with stirring. The resulting solid is collected by filtration and washed with water and ethanol. After drying... Reactants: NC1=C(C=O)C=C(C=C1)[N+](=O)[O-] (2-amino-5-nitrobenzaldehyde), C(CC(=O)OCC)(=O)OCC (diethyl malonate). The reactants are C(C)(C)(C)OC(NCC#C)=O (prop-2-ynyl-carbamic acid tert-butyl ester), C(C)(C)NC(C)C (diisopropylamine), ClC=1C=C(C=CC1OCC1=CC(=CC=C1)F)NC1=NC=NC2=CC=C(C=C12)I ([3-chloro-4-(3-fluoro-benzyloxy)-phenyl]-(6-iodo-quinazolin-4-yl)-amine). The reagents and catalysts are Cl[Pd]([P](C1=CC=CC=C1)(C2=CC=CC=C2)C3=CC=CC=C3)([P](C4=CC=CC=C4)(C5=CC=CC=C5)C6=CC=CC=C6)Cl (Pd(PPh3)2Cl2), [Cu]I (CuI). The solvent is C1CCOC1 (THF). Conditions: time 3 hour. Product: C(C)(C)(C)OC(NCC#CC=1C=C2C(=NC=NC2=CC1)NC1=CC(=C(C=C1)OCC1=CC(=CC=C1)F)Cl)=O ((3-{4-[3-Chloro-4-(3-fluoro-benzyloxy)-phenylamino]-quinazolin-6-yl}-prop-2-ynyl)-carbamic acid tert-butyl ester). RXN SMILES: [C:1]([O:5][C:6](=[O:11])[NH:7][CH2:8][C:9]#[CH:10])([CH3:4])([CH3:3])[CH3:2].C(NC(C)C)(C)C.[Cl:19][C:20]1[CH:21]=[C:22]([NH:35][C:36]2[C:45]3[C:40](=[CH:41][CH:42]=[C:43](I)[CH:44]=3)[N:39]=[CH:38][N:37]=2)[CH:23]=[CH:24][C:25]=1[O:26][CH2:27][C:28]1[CH:33]=[CH:32][CH:31]=[C:30]([F:34])[CH:29]=1>C1COCC1.Cl[Pd](Cl)([P](C1C=CC=CC=1)(C1C=CC=CC=1)C1C=CC=CC=1)[P](C1C=CC=CC=1)(C1C=CC=CC=1)C1C=CC=CC=1.[Cu]I>[C:1]([O:5][C:6](=[O:11])[NH:7][CH2:8][C:9]#[C:10][C:43]1[CH:44]=[C:45]2[C:40](=[CH:41][CH:42]=1)[N:39]=[CH:38][N:37]=[C:36]2[NH:35][C:22]1[CH:23]=[CH:24][C:25]([O:26][CH2:27][C:28]2[CH:33]=[CH:32][CH:31]=[C:30]([F:34])[CH:29]=2)=[C:20]([Cl:19])[CH:21]=1)([CH3:4])([CH3:3])[CH3:2] |^1:54,73|. Reported procedure: (3-{4-[3-Chloro-4-(3-fluoro-benzyloxy)-phenylamino]-quinazolin-6-yl}-prop-2-ynyl)-carbamic acid tert-butyl ester is prepared by adding prop-2-ynyl-carbamic acid tert-butyl ester (0.978 g, 6.31 mmol), diisopropylamine (1.77 ml, 12.63 mmol), Pd(PPh3)2Cl2 (210 mg, 0.30 mmol) and CuI (57 mg, 0.30 mmol) to a stirred solution of [3-chloro-4-(3-fluoro-benzyloxy)-phenyl]-(6-iodo-quinazolin-4-yl)-amine (3.11 g, 5.74 mmol) in THF (40 ml). After stirring the reaction mixture at rt under N2 for 3 h, the THF... Starting materials: C(C)C=1N(C=C(N1)I)CCN (2-(2-ethyl-4-iodo-imidazol-1-yl)-ethylamine), FC=1C=C(C=C(C1F)F)CCC=O (3-(3,4,5-trifluoro-phenyl)-propionaldehyde). The product is C(C)C1=NC(=C2N1CCNC2CCC2=CC(=C(C(=C2)F)F)F)I (3-ethyl-1-iodo-8-[2-(3,4,5-trifluoro-phenyl)-ethyl]-5,6,7,8-tetrahydro-imidazo[1,5-a]pyrazine). Reaction SMILES: [CH2:1]([C:3]1[N:4]([CH2:9][CH2:10][NH2:11])[CH:5]=[C:6]([I:8])[N:7]=1)[CH3:2].[F:12][C:13]1[CH:14]=[C:15]([CH2:21][CH2:22][CH:23]=O)[CH:16]=[C:17]([F:20])[C:18]=1[F:19]>>[CH2:1]([C:3]1[N:4]2[CH2:9][CH2:10][NH:11][CH:23]([CH2:22][CH2:21][C:15]3[CH:16]=[C:17]([F:20])[C:18]([F:19])=[C:13]([F:12])[CH:14]=3)[C:5]2=[C:6]([I:8])[N:7]=1)[CH3:2]. Procedure: According to the general procedure (GP10), microwave-assisted Pictet-Spengler reaction (60 W; 140° C.; 6.5 bars; 10 min.) between 2-(2-ethyl-4-iodo-imidazol-1-yl)-ethylamine (7.394 mmol) and 3-(3,4,5-trifluoro-phenyl)-propionaldehyde (1.391 g; 7.394 mmol) afforded 3-ethyl-1-iodo-8-[2-(3,4,5-trifluoro-phenyl)-ethyl]-5,6,7,8-tetrahydro-imidazo[1,5-a]pyrazine. LC-MS: tR=0.74 min.; [M+H]+=435.86 g/mol. Reaction conditions: time 20 minute. The product is ClC1=C(C=CC=C1)C1=C2CNC(N(C2=CC(=C1)C=C1CCN(CC1)C(=O)OC(C)(C)C)C1=C(C=CC=C1Cl)Cl)=O (tert-butyl 4-{[5-(2-chlorophenyl)-1-(2,6-dichlorophenyl)-2-oxo-1,2,3,4-tetrahydroquinazolin-7-yl]methylene}piperidine-1-carboxylate). Procedure details: To a solution of diethyl [5-(2-chlorophenyl)-1-(2,6-dichlorophenyl)-2-oxo-1,2,3,4-tetrahydroquinazolin-7-yl]methylphosphonate (422 mg, 0.762 mmol) in a mixture of THF (9 mL) and DMF (2 mL) at 0° C. was added sodium hydride (60%, 61 mg, 1.52 mmol). The resulting mixture was stirred at rt for 20 min and then cooled to 0° C. again. To this was added a solution of t-butyl-4-oxo-1-piperidinecarboxylate (310 mg, 1.524 mmol) in THF (2 mL). Then the reaction was stirred at rt for 22 h. The mixture was q... The solvent is C1CCOC1 (THF), C1CCOC1 (THF), CN(C)C=O (DMF). The reactants are C(C)(C)(C)OC(=O)N1CCC(CC1)=O (t-butyl-4-oxo-1-piperidinecarboxylate), ClC1=C(C=CC=C1)C1=C2CNC(N(C2=CC(=C1)CP(OCC)(OCC)=O)C1=C(C=CC=C1Cl)Cl)=O (diethyl [5-(2-chlorophenyl)-1-(2,6-dichlorophenyl)-2-oxo-1,2,3,4-tetrahydroquinazolin-7-yl]methylphosphonate), [H-].[Na+] (sodium hydride). RXN SMILES: [Cl:1][C:2]1[CH:7]=[CH:6][CH:5]=[CH:4][C:3]=1[C:8]1[CH:17]=[C:16]([CH2:18]P(=O)(OCC)OCC)[CH:15]=[C:14]2[C:9]=1[CH2:10][NH:11][C:12](=[O:35])[N:13]2[C:27]1[C:32]([Cl:33])=[CH:31][CH:30]=[CH:29][C:28]=1[Cl:34].[H-].[Na+].[C:38]([O:42][C:43]([N:45]1[CH2:50][CH2:49][C:48](=O)[CH2:47][CH2:46]1)=[O:44])([CH3:41])([CH3:40])[CH3:39]>C1COCC1.CN(C=O)C>[Cl:1][C:2]1[CH:7]=[CH:6][CH:5]=[CH:4][C:3]=1[C:8]1[CH:17]=[C:16]([CH:18]=[C:48]2[CH2:49][CH2:50][N:45]([C:43]([O:42][C:38]([CH3:41])([CH3:40])[CH3:39])=[O:44])[CH2:46][CH2:47]2)[CH:15]=[C:14]2[C:9]=1[CH2:10][NH:11][C:12](=[O:35])[N:13]2[C:27]1[C:32]([Cl:33])=[CH:31][CH:30]=[CH:29][C:28]=1[Cl:34] |f:1.2|.